From a dataset of the Open Reaction Database (ORD), a public repository of structured organic reaction records. describe an organic reaction: reactants, conditions, products, and yield Reactants: F[C@](C(=O)Cl)(CCCC)C(F)(F)F ((R)-(-)-2-fluoro-2-(trifluoromethyl)hexanoylchloride), [H-].[Al+3].[Li+].[H-].[H-].[H-] (lithium aluminum hydride), Cl (hydrochloric acid). Run in CCOCC (ether). Reaction conditions: time 30 minute. Yields the product F[C@](CO)(CCCC)C(F)(F)F ((S)-(+)-2-fluoro-2-(trifluoromethyl)-1-hexanol). The yield is 73.9%. As a reaction SMILES: [F:1][C@@:2]([C:10]([F:13])([F:12])[F:11])([CH2:6][CH2:7][CH2:8][CH3:9])[C:3](Cl)=[O:4].[H-].[Al+3].[Li+].[H-].[H-].[H-].Cl>CCOCC>[F:1][C@@:2]([C:10]([F:11])([F:12])[F:13])([CH2:6][CH2:7][CH2:8][CH3:9])[CH2:3][OH:4] |f:1.2.3.4.5.6|. Procedure details: In 80 ml of anhydrous ether was dissolved 7.30 g of (R)-(-)-2-fluoro-2-(trifluoromethyl)hexanoylchloride, and then 0.83 g of lithium aluminum hydride was portionwise added to the above-obtained solution while the solution was being cooled with ice. The resulting mixture was stirred for 30 minutes. Thereafter, 1N hydrochloric acid was portionwise added to the resulting reaction mixture while the mixture was being cooled with ice, and then a reaction product was extracted with ether. The resulting...